Dataset: the Open Reaction Database (ORD), a public repository of structured organic reaction records. Task: describe an organic reaction: reactants, conditions, products, and yield The reactants are Cl.C[C@H]1NCCOC1 ((3R)-3-methylmorpholine hydrochloride), ClCC1=NN=NN1C1=CC(=CC=C1)C(F)(F)F (5-(chloromethyl)-1-[3-(trifluoromethyl)phenyl]-1H-tetrazole), C(C)(C)N(CC)C(C)C (di-isopropylethylamine). The solvent is C(C)#N (acetonitrile). Product: Cl.C[C@H]1N(CCOC1)CC1=NN=NN1C1=CC(=CC=C1)C(F)(F)F ((3R)-3-Methyl-4-({1-[3-(trifluoromethyl)phenyl]-1H-tetrazol-5-yl}methyl)morpholine hydrochloride). Reaction SMILES: Cl.[CH3:2][C@@H:3]1[CH2:8][O:7][CH2:6][CH2:5][NH:4]1.[Cl:9][CH2:10][C:11]1[N:15]([C:16]2[CH:21]=[CH:20][CH:19]=[C:18]([C:22]([F:25])([F:24])[F:23])[CH:17]=2)[N:14]=[N:13][N:12]=1.C(N(C(C)C)CC)(C)C>C(#N)C>[ClH:9].[CH3:2][C@@H:3]1[CH2:8][O:7][CH2:6][CH2:5][N:4]1[CH2:10][C:11]1[N:15]([C:16]2[CH:21]=[CH:20][CH:19]=[C:18]([C:22]([F:24])([F:23])[F:25])[CH:17]=2)[N:14]=[N:13][N:12]=1 |f:0.1,5.6|. Procedure details: A solution of (3R)-3-methylmorpholine hydrochloride (52.4 mg, 0.381 mmol), 5-(chloromethyl)-1-[3-(trifluoromethyl)phenyl]-1H-tetrazole (50 mg, 0.190 mmol, commercially available from Otava, Kiev, Ukraine) and di-isopropylethylamine (0.067 mL, 0.381 mmol) in acetonitrile (1.5 mL) was heated to 120° C. for 15 minutes in a microwave reactor. The reaction mixture was allowed to cool and the solvent removed under vacuum. The residue was purified by MDAP and fractions containing the desired product we...